Dataset: the Open Reaction Database (ORD), a public repository of structured organic reaction records. Task: describe an organic reaction: reactants, conditions, products, and yield The reactants are CC(C)(C)C(NC(=O)OCc1ccccc1)C(=O)N1CC2CC1CN2C(=O)c1ccc(-c2ccccc2)cn1, CO. Product: CC(C)(C)C(N)C(=O)N1CC2CC1CN2C(=O)c1ccc(-c2ccccc2)cn1. RXN SMILES: [CH3:1][C:2]([CH:3]([C:4](=[O:5])[N:6]1[CH:7]2[CH2:8][N:9]([C:13](=[O:14])[c:15]3[n:16][cH:17][c:18](-[c:21]4[cH:22][cH:23][cH:24][cH:25][cH:26]4)[cH:19][cH:20]3)[CH:10]([CH2:11]1)[CH2:12]2)[NH:27][C:28](=[O:29])[O:30][CH2:31][c:32]1[cH:33][cH:34][cH:35][cH:36][cH:37]1)([CH3:38])[CH3:39].[CH3:40][OH:41]>>[CH3:1][C:2]([CH:3]([C:4](=[O:5])[N:6]1[CH:7]2[CH2:8][N:9]([C:13](=[O:14])[c:15]3[n:16][cH:17][c:18](-[c:21]4[cH:22][cH:23][cH:24][cH:25][cH:26]4)[cH:19][cH:20]3)[CH:10]([CH2:11]1)[CH2:12]2)[NH2:27])([CH3:38])[CH3:39]. Reaction SMILES: [NH2:1][CH2:2][C:3]1[CH:30]=[CH:29][C:6]([CH2:7][N:8]([CH2:19][C:20]2[NH:24][C:23]3[CH:25]=[CH:26][CH:27]=[CH:28][C:22]=3[N:21]=2)[CH:9]2[C:18]3[N:17]=[CH:16][CH:15]=[CH:14][C:13]=3[CH2:12][CH2:11][CH2:10]2)=[CH:5][CH:4]=1.[CH2:31]([N:38]=[C:39]=[O:40])[C:32]1[CH:37]=[CH:36][CH:35]=[CH:34][CH:33]=1>C(Cl)Cl>[NH:24]1[C:23]2[CH:25]=[CH:26][CH:27]=[CH:28][C:22]=2[N:21]=[C:20]1[CH2:19][N:8]([CH2:7][C:6]1[CH:5]=[CH:4][C:3]([CH2:2][NH:1][C:39]([NH:38][CH2:31][C:32]2[CH:37]=[CH:36][CH:35]=[CH:34][CH:33]=2)=[O:40])=[CH:30][CH:29]=1)[CH:9]1[C:18]2[N:17]=[CH:16][CH:15]=[CH:14][C:13]=2[CH2:12][CH2:11][CH2:10]1. The reactants are NCC1=CC=C(CN(C2CCCC=3C=CC=NC23)CC2=NC3=C(N2)C=CC=C3)C=C1 ((4-aminomethyl-benzyl)-(1H-benzimidazol-2-ylmethyl)-(5,6,7,8-tetrahydro-quinolin-8-yl)-amine), C(C1=CC=CC=C1)N=C=O (benzyl isocyanate), resultant solution. Yields the product N1C(=NC2=C1C=CC=C2)CN(C2CCCC=1C=CC=NC21)CC2=CC=C(CNC(=O)NCC1=CC=CC=C1)C=C2 (1-(4-{[(1H-Benzimidazol-2-ylmethyl)-(5,6,7,8-tetrahydro-quinolin-8-yl)-amino]-methyl}-benzyl)-3-benzyl-urea). Yield: 26.8%. Solvent: C(Cl)Cl (CH2Cl2). Procedure: To a cold (0° C.) solution of (4-aminomethyl-benzyl)-(1H-benzimidazol-2-ylmethyl)-(5,6,7,8-tetrahydro-quinolin-8-yl)-amine (0.130 g, 0.33 mmol) in CH2Cl2 (3.5 mL) was added benzyl isocyanate (45 μL, 0.36 mmol) and the resultant solution was stirred for 100 minutes. The cooling bath was removed and the mixture was concentrated under reduced pressure. Purification of the crude material by column chromatography on silica gel (25:1:1 CH2Cl2—CH3OH—NH4OH) followed by radial chromatography on silica ge... Reactants: CC(CCCCC=CCCCC)C(=O)O (dodec-7-ene-2-carboxylic acid), 2-methyl, CC(CCCCC=CCCCC)C(=O)[O-] (dodec-7-ene-2-carboxylate), CC(CCCCC=CCCCC)C(=O)O (dodec-7-ene-2-carboxylic acid). Product: tert-butyl, CC(CCCCC=CCCCC)C(=O)[O-] (dodec-7-ene-2-carboxylate), CC(CCCCC=CCCCC)C(=O)[O-].C1(\C=C/C(=O)O1)=O (dodec-7-ene-2-carboxylate maleic anhydride). RXN SMILES: [CH3:1][CH:2]([C:13]([O-:15])=[O:14])[CH2:3][CH2:4][CH2:5][CH2:6][CH:7]=[CH:8][CH2:9][CH2:10][CH2:11][CH3:12].[CH3:16][CH:17]([C:28]([OH:30])=[O:29])[CH2:18][CH2:19][CH2:20][CH2:21][CH:22]=[CH:23][CH2:24][CH2:25][CH2:26][CH3:27]>>[CH3:1][CH:2]([C:13]([O-:15])=[O:14])[CH2:3][CH2:4][CH2:5][CH2:6][CH:7]=[CH:8][CH2:9][CH2:10][CH2:11][CH3:12].[CH3:16][CH:17]([C:28]([O-:30])=[O:29])[CH2:18][CH2:19][CH2:20][CH2:21][CH:22]=[CH:23][CH2:24][CH2:25][CH2:26][CH3:27].[C:13]1(=[O:15])[O:14][C:4](=[O:29])[CH:3]=[CH:2]1 |f:3.4|. Reported procedure: The procedure according to Example 92 is repeated but using 2-methyl-11,12-dioxatetracyclo[4.4.0.1.1]dodec-7-ene-2-carboxylic acid (0.07 mole) as the third comonomer instead of 2-methyl-12-oxatetracyclo[4.4.0.1.1]dodec-7-ene-2-carboxylic acid monomer (0.07 mole), to obtain poly(tert-butyl 12-oxatetracyclo[4.4.0.1.1]dodec-7-ene-2-carboxylate/2-methyl-11,12-dioxatetracyclo[4.4.0.1.1]dodec-7-ene-2-carboxylic acid/2-hydroxyethyl 12-oxatetracyclo[4.4.0.1.1]dodec-7-ene-2-carboxylate/maleic anhydride) ... The reactants are NC=1SC=C(N1)CC(=O)OCC (ethyl 2-amino-4-thiazolylacetate), ClC=1C=C(C=CC1Cl)S(=O)(=O)Cl (3,4-dichlorobenzenesulfonyl chloride). Product: ClC=1C=C(C=CC1Cl)S(=O)(=O)NC=1SC=C(N1)CC(=O)OCC (Ethyl (2-{[(3,4-dichlorophenyl)sulfonyl]amino}-1,3-thiazol-4-yl)acetate). As a reaction SMILES: [NH2:1][C:2]1[S:3][CH:4]=[C:5]([CH2:7][C:8]([O:10][CH2:11][CH3:12])=[O:9])[N:6]=1.[Cl:13][C:14]1[CH:15]=[C:16]([S:21](Cl)(=[O:23])=[O:22])[CH:17]=[CH:18][C:19]=1[Cl:20]>>[Cl:13][C:14]1[CH:15]=[C:16]([S:21]([NH:1][C:2]2[S:3][CH:4]=[C:5]([CH2:7][C:8]([O:10][CH2:11][CH3:12])=[O:9])[N:6]=2)(=[O:22])=[O:23])[CH:17]=[CH:18][C:19]=1[Cl:20]. Procedure: The tide compound was prepared from ethyl 2-amino-4-thiazolylacetate and 3,4-dichlorobenzenesulfonyl chloride as described in the synthetic METHOD B to give a white solid (50.1 mg) with purity >90%. LCMS (pos) m/z 395.0, 397.0. Starting materials: ClC1=C(C(=O)Cl)C=CC(=C1OC)OC (2-Chloro-3,4-dimethoxybenzoylchloride), COC1=C(C=CC=C1)CN1C(=NC2=C1C=CC=C2)CNCCC(C)C (({1-[(2-methoxyphenyl)methyl]benzimidazol-2-yl}methyl)(3-methylbutyl) amine). Solvent: ClCCl (dichloromethane). The product is ClC1=C(C=CC(=C1OC)OC)C(=O)N(CCC(C)C)CC1=NC2=C(N1CC1=C(C=CC=C1)OC)C=CC=C2 ((2-chloro-3,4-dimethoxyphenyl)-N-({1-[(2-methoxyphenyl)methyl]benzimidazol-2-yl}methyl)-N-(3-methylbutyl)carboxamide). Yield: 95.0%. As a reaction SMILES: [Cl:1][C:2]1[C:10]([O:11][CH3:12])=[C:9]([O:13][CH3:14])[CH:8]=[CH:7][C:3]=1[C:4](Cl)=[O:5].[CH3:15][O:16][C:17]1[CH:22]=[CH:21][CH:20]=[CH:19][C:18]=1[CH2:23][N:24]1[C:28]2[CH:29]=[CH:30][CH:31]=[CH:32][C:27]=2[N:26]=[C:25]1[CH2:33][NH:34][CH2:35][CH2:36][CH:37]([CH3:39])[CH3:38]>ClCCl>[Cl:1][C:2]1[C:10]([O:11][CH3:12])=[C:9]([O:13][CH3:14])[CH:8]=[CH:7][C:3]=1[C:4]([N:34]([CH2:33][C:25]1[N:24]([CH2:23][C:18]2[CH:19]=[CH:20][CH:21]=[CH:22][C:17]=2[O:16][CH3:15])[C:28]2[CH:29]=[CH:30][CH:31]=[CH:32][C:27]=2[N:26]=1)[CH2:35][CH2:36][CH:37]([CH3:39])[CH3:38])=[O:5]. Procedure details: A solution of 5.4 mmole 1-{[2-(chloromethyl)-benzimidazolyl]methyl}-2-methoxybenzene in 20 mL of dryacetonitrile is treated with 10 mL of isoamylamine for 16 hours at room temperature. The solvent is removed in vacuo and the residue is partitioned between 30 mL of ethyl acetate and 10 mL of 1 N NaOH. The ethyl acetate layer is dried over anhydrous Na2SO4 and solvent removed in vacuo to afford 1.7 g 97% ({1-[(2-methoxyphenyl)methyl]benzimidazol-2-yl}methyl)(3-methylbutyl) amine. 2-Chloro-3,4-dime... Reactants: ClC=1C(=C(C(=O)O)C=CC1)F (3-chloro-2-fluorobenzoic acid), C1(CC1)CC(CN)C=1C=NC(=CC1)C(F)(F)F (3-cyclopropyl-2-(6-(trifluoromethyl)pyridin-3-yl)propan-1-amine). Product: ClC=1C(=C(C(=O)NCC(CC2CC2)C=2C=NC(=CC2)C(F)(F)F)C=CC1)F (3-chloro-N-(3-cyclopropyl-2-(6-(trifluoromethyl)pyridin-3-yl)propyl)-2-fluorobenzamide). As a reaction SMILES: [Cl:1][C:2]1[C:3]([F:11])=[C:4]([CH:8]=[CH:9][CH:10]=1)[C:5]([OH:7])=O.[CH:12]1([CH2:15][CH:16]([C:19]2[CH:20]=[N:21][C:22]([C:25]([F:28])([F:27])[F:26])=[CH:23][CH:24]=2)[CH2:17][NH2:18])[CH2:14][CH2:13]1>>[Cl:1][C:2]1[C:3]([F:11])=[C:4]([CH:8]=[CH:9][CH:10]=1)[C:5]([NH:18][CH2:17][CH:16]([C:19]1[CH:20]=[N:21][C:22]([C:25]([F:28])([F:26])[F:27])=[CH:23][CH:24]=1)[CH2:15][CH:12]1[CH2:13][CH2:14]1)=[O:7]. Procedure details: From 3-chloro-2-fluorobenzoic acid and 3-cyclopropyl-2-(6-(trifluoromethyl)pyridin-3-yl)propan-1-amine. LCMS (MH+): m/z=401.2, tR (minutes, Method D)=0.84 Reactants: CC(NC(=O)C(Cc1ccc(O)cc1)NC(=O)OC(C)(C)C)C(=O)NCC(=O)O, CSCCC(NC(=O)C(N)Cc1ccccc1)C(=O)OCc1ccccc1. The product is CSCCC(NC(=O)C(Cc1ccccc1)NC(=O)CNC(=O)C(C)NC(=O)C(Cc1ccc(O)cc1)NC(=O)OC(C)(C)C)C(=O)OCc1ccccc1. RXN SMILES: [C:1]([CH3:2])([CH3:3])([CH3:4])[O:5][C:6](=[O:7])[NH:8][CH:9]([CH2:10][c:11]1[cH:12][cH:13][c:14]([OH:17])[cH:15][cH:16]1)[C:18](=[O:19])[NH:20][CH:21]([CH3:22])[C:23](=[O:24])[NH:25][CH2:26][C:27](=[O:28])[OH:29].[CH2:30]([c:31]1[cH:32][cH:33][cH:34][cH:35][cH:36]1)[O:37][C:38]([CH:39]([NH:40][C:41]([CH:42]([NH2:43])[CH2:44][c:45]1[cH:46][cH:47][cH:48][cH:49][cH:50]1)=[O:51])[CH2:52][CH2:53][S:54][CH3:55])=[O:56]>>[C:1]([CH3:2])([CH3:3])([CH3:4])[O:5][C:6](=[O:7])[NH:8][CH:9]([CH2:10][c:11]1[cH:12][cH:13][c:14]([OH:17])[cH:15][cH:16]1)[C:18](=[O:19])[NH:20][CH:21]([CH3:22])[C:23](=[O:24])[NH:25][CH2:26][C:27](=[O:28])[NH:43][CH:42]([C:41]([NH:40][CH:39]([C:38]([O:37][CH2:30][c:31]1[cH:32][cH:33][cH:34][cH:35][cH:36]1)=[O:56])[CH2:52][CH2:53][S:54][CH3:55])=[O:51])[CH2:44][c:45]1[cH:46][cH:47][cH:48][cH:49][cH:50]1.